Dataset: the Open Reaction Database (ORD), a public repository of structured organic reaction records. Task: describe an organic reaction: reactants, conditions, products, and yield Starting materials: NC1=C(C=NN1C1=NN(C(=C1)OC(F)F)C)C#N (5-Amino-1-(5-difluoromethoxy-1-methyl-3-pyrazolyl)-4-pyrazolecarbonitrile), S(=O)(=O)(Cl)Cl (sulfuryl chloride). Run in C(C)#N (acetonitrile). Run at time 1 hour. The product is NC1=C(C=NN1C1=NN(C(=C1Cl)OC(F)F)C)C#N (5-Amino-1-(4-chloro-5-difluoromethoxy-1-methyl-3-pyrazolyl)-4-pyrazolecarbonitrile). Reaction SMILES: [NH2:1][C:2]1[N:6]([C:7]2[CH:11]=[C:10]([O:12][CH:13]([F:15])[F:14])[N:9]([CH3:16])[N:8]=2)[N:5]=[CH:4][C:3]=1[C:17]#[N:18].S(Cl)([Cl:22])(=O)=O>C(#N)C>[NH2:1][C:2]1[N:6]([C:7]2[C:11]([Cl:22])=[C:10]([O:12][CH:13]([F:14])[F:15])[N:9]([CH3:16])[N:8]=2)[N:5]=[CH:4][C:3]=1[C:17]#[N:18]. Procedure: 5.0 g (19.7 mmol) 5-Amino-1-(5-difluoromethoxy-1-methyl-3-pyrazolyl)-4-pyrazolecarbonitrile was dissolved in 180 ml acetonitrile and 2.65 g (19.7 mmol) sulfuryl chloride added dropwise. The mixture was stirred for one hour at room temperature and concentrated. Starting materials: CC#N, CC(=O)OC(C)=O, CC(C)(c1ccccc1Cl)c1nc(C2CCCN2)cn1-c1ccc(-c2cccc(S(C)(=O)=O)c2)cc1, c1ccncc1. Product: CC(=O)N1CCCC1c1cn(-c2ccc(-c3cccc(S(C)(=O)=O)c3)cc2)c(C(C)(C)c2ccccc2Cl)n1. As a reaction SMILES: [CH3:37][C:38]#[N:39].[CH3:40][C:41](=[O:42])[O:43][C:44](=[O:45])[CH3:46].[Cl:1][c:2]1[c:3]([C:8]([CH3:9])([CH3:10])[c:11]2[n:12](-[c:21]3[cH:22][cH:23][c:24](-[c:27]4[cH:28][c:29]([S:33](=[O:34])(=[O:35])[CH3:36])[cH:30][cH:31][cH:32]4)[cH:25][cH:26]3)[cH:13][c:14]([CH:16]3[NH:17][CH2:18][CH2:19][CH2:20]3)[n:15]2)[cH:4][cH:5][cH:6][cH:7]1.[cH:47]1[cH:48][cH:49][n:50][cH:51][cH:52]1>>[Cl:1][c:2]1[c:3]([C:8]([CH3:9])([CH3:10])[c:11]2[n:12](-[c:21]3[cH:22][cH:23][c:24](-[c:27]4[cH:28][c:29]([S:33](=[O:34])(=[O:35])[CH3:36])[cH:30][cH:31][cH:32]4)[cH:25][cH:26]3)[cH:13][c:14]([CH:16]3[N:17]([C:41]([CH3:40])=[O:42])[CH2:18][CH2:19][CH2:20]3)[n:15]2)[cH:4][cH:5][cH:6][cH:7]1. The reactants are C(C)N1C(=NC2=C1C=CC(=C2)Br)CC=2N(N=CC2)C2=CC(=CC=C2)F (1-Ethyl-2-{[2-(3-fluorophenyl)-pyrazol-3-yl]methyl}-5-bromo-1H-benzimidazole), C(CCC)[Sn](C(=C)OCC)(CCCC)CCCC (tributyl(1-ethoxyvinyl)tin). The reagents and catalysts are C=1C=CC(=CC1)[P](C=2C=CC=CC2)(C=3C=CC=CC3)[Pd]([P](C=4C=CC=CC4)(C=5C=CC=CC5)C=6C=CC=CC6)([P](C=7C=CC=CC7)(C=8C=CC=CC8)C=9C=CC=CC9)[P](C=1C=CC=CC1)(C=1C=CC=CC1)C=1C=CC=CC1 (tetrakis(triphenylphosphine)palladium(0)). The solvent is C1(=CC=CC=C1)C (toluene). Run at time 0.5 hour. Yields the product C(C)N1C(=NC2=C1C=CC(=C2)C(C)=O)CC=2N(N=CC2)C2=CC(=CC=C2)F (1-Ethyl-2-{[2-(3-fluorophenyl)-pyrazol-3-yl]methyl}-5-acetyl-1H-benzimidazole). Reaction SMILES: [CH2:1]([N:3]1[C:7]2[CH:8]=[CH:9][C:10](Br)=[CH:11][C:6]=2[N:5]=[C:4]1[CH2:13][C:14]1[N:15]([C:19]2[CH:24]=[CH:23][CH:22]=[C:21]([F:25])[CH:20]=2)[N:16]=[CH:17][CH:18]=1)[CH3:2].C([Sn](CCCC)(CCCC)[C:31]([O:33]CC)=[CH2:32])CCC>C1(C)C=CC=CC=1.C1C=CC([P]([Pd]([P](C2C=CC=CC=2)(C2C=CC=CC=2)C2C=CC=CC=2)([P](C2C=CC=CC=2)(C2C=CC=CC=2)C2C=CC=CC=2)[P](C2C=CC=CC=2)(C2C=CC=CC=2)C2C=CC=CC=2)(C2C=CC=CC=2)C2C=CC=CC=2)=CC=1>[CH2:1]([N:3]1[C:7]2[CH:8]=[CH:9][C:10]([C:31](=[O:33])[CH3:32])=[CH:11][C:6]=2[N:5]=[C:4]1[CH2:13][C:14]1[N:15]([C:19]2[CH:24]=[CH:23][CH:22]=[C:21]([F:25])[CH:20]=2)[N:16]=[CH:17][CH:18]=1)[CH3:2] |^1:54,56,75,94|. Procedure: A mixture of 1-Ethyl-2-{[2-(3-fluorophenyl)-pyrazol-3-yl]methyl}-5-bromo-1H-benzimidazole (200 mg, 0.5 mmol), tributyl(1-ethoxyvinyl)tin (0.34 ml, 1.0 mmol), and tetrakis(triphenylphosphine)palladium(0) (29 mg) in toluene (10 mL) is heated at reflux for 1 h under argon. The solvent is removed in vacuo, the residue is then dissolved in 10% HCl (5 mL) and THF (5 mL). The mixture is stirred at room temperature for 0.5 h, then extracted with ethyl acetate. The aqueous layer is adjusted to pH 9, extr... Starting materials: N1C=NC=2CNCCC21 (4,5,6,7-tetrahydro-imidazo-[4,5-c]-pyridine), C(C)N=C=S (ethyl isothiocyanate). Run in C(C)#N (acetonitrile). Yields the product C(C)NC(=S)N1CC2=C(CC1)NC=N2 (5-(N-ethyl-thiocarbamoyl)-4,5,6,7-tetrahydro-imidazo-[4,5-c]-pyridine). RXN SMILES: [NH:1]1[C:9]2[CH2:8][CH2:7][NH:6][CH2:5][C:4]=2[N:3]=[CH:2]1.[CH2:10]([N:12]=[C:13]=[S:14])[CH3:11]>C(#N)C>[CH2:10]([NH:12][C:13]([N:6]1[CH2:7][CH2:8][C:9]2[NH:1][CH:2]=[N:3][C:4]=2[CH2:5]1)=[S:14])[CH3:11]. Procedure: A solution of 1.85 g of 4,5,6,7-tetrahydro-imidazo-[4,5-c]-pyridine and 2 g of ethyl isothiocyanate in 15 ml of acetonitrile are refluxed for 7 h. The solution is cooled and filtered: 2.5 g of 5-[N-ethyl-thiocarbamoyl]-4,5,6,7-tetrahydro-imidazo-[4,5-c]-pyridine, m.p. 185°, are collected. Reported procedure: To a stirred solution of 350 g (10.1 mmol) (7-iodo-4-methoxy-benzooxazol-2-yl)-carbamic acid methyl ester in 50 ml dioxane were added 5.63 g (15.1 mmol) tributyl-(3,6-dihydro-2H-pyran-4-yl)-stannane, 173 mg (0.30 mmol) bis(dibenzylideneacetone)palladium(0), 374 mg (1.61 mmol) tri(2-furyl)phospine. The mixture was heated at 100° C. for 22 h and then poured onto water and extracted three times with ethyl acetate. The combined organic phases were dried over sodium sulfate and concentrated in vacuo.... Solvent: O1CCOCC1 (dioxane). Run at temperature 100 celsius. Reaction SMILES: [CH3:1][O:2][C:3](=[O:17])[NH:4][C:5]1[O:6][C:7]2[C:13](I)=[CH:12][CH:11]=[C:10]([O:15][CH3:16])[C:8]=2[N:9]=1.C([Sn](CCCC)(CCCC)[C:23]1[CH2:24][CH2:25][O:26][CH2:27][CH:28]=1)CCC.O1C=CC=C1P(C1OC=CC=1)C1OC=CC=1>O1CCOCC1.C1C=CC(/C=C/C(/C=C/C2C=CC=CC=2)=O)=CC=1.C1C=CC(/C=C/C(/C=C/C2C=CC=CC=2)=O)=CC=1.[Pd]>[CH3:1][O:2][C:3](=[O:17])[NH:4][C:5]1[O:6][C:7]2[C:13]([C:23]3[CH2:28][CH2:27][O:26][CH2:25][CH:24]=3)=[CH:12][CH:11]=[C:10]([O:15][CH3:16])[C:8]=2[N:9]=1 |f:4.5.6|. Starting materials: COC(NC=1OC2=C(N1)C(=CC=C2I)OC)=O ((7-iodo-4-methoxy-benzooxazol-2-yl)-carbamic acid methyl ester), C(CCC)[Sn](C=1CCOCC1)(CCCC)CCCC (tributyl-(3,6-dihydro-2H-pyran-4-yl)-stannane), O1C(=CC=C1)P(C=1OC=CC1)C=1OC=CC1 (tri(2-furyl)phospine). Reagents/catalysts: C=1C=CC(=CC1)/C=C/C(=O)/C=C/C2=CC=CC=C2.C=1C=CC(=CC1)/C=C/C(=O)/C=C/C2=CC=CC=C2.[Pd] (bis(dibenzylideneacetone)palladium(0)). Product: COC(NC=1OC2=C(N1)C(=CC=C2C=2CCOCC2)OC)=O ([7-(3,6-dihydro-2H-pyran-4-yl)-4-methoxy-benzooxazol-2-yl]-carbamic acid methyl ester). Yield: 42.3%. Reactants: C[Li] (methyl-lithium), OC1=CC=C2C(CC(OC2=C1)=O)C1=CC=CC2=CC=CC=C12 (3,4-dihydro-7-hydroxy-4-(1-napthyl) coumarin), CCOCC (ether). Solvent: C(C)(=O)O (acetic acid). Product: CC1(OC2=CC(=CC=C2C(C1)C1=CC=CC2=CC=CC=C12)O)C (2,2-Dimethyl-4-(1-naphthyl)-7-chromanol). Procedure: To a stirred solution of methyl-lithium in ether (120 ml., 1.9 M solution) at room temperature was added over 0.5 hours finely powdered 3,4-dihydro-7-hydroxy-4-(1-napthyl) coumarin (14.5 g, 0.05 moles). After refluxing for 1 hour a purple solid precipitated out of solution and the reaction mixture was allowed to cool, acidified with dilute hydrochloric acid and extracted with ether (3×). The combined ether extracts were dried and removal of solvent gave a dark coloured oil which was refluxed ove... As a reaction SMILES: [CH3:1][Li].[OH:3][C:4]1C=C2[C:7]([CH:8]([C:15]3[C:24]4[C:19](=[CH:20][CH:21]=[CH:22][CH:23]=4)[CH:18]=[CH:17][CH:16]=3)[CH2:9]C(=O)O2)=[CH:6][CH:5]=1.[CH3:25][CH2:26][O:27][CH2:28][CH3:29]>C(O)(=O)C>[CH3:25][C:26]1([CH3:1])[CH2:9][CH:8]([C:15]2[C:24]3[C:19](=[CH:20][CH:21]=[CH:22][CH:23]=3)[CH:18]=[CH:17][CH:16]=2)[C:7]2[C:28](=[CH:29][C:4]([OH:3])=[CH:5][CH:6]=2)[O:27]1. The reactants are CC(=O)Nc1ccccc1C(=O)C1CCCCC1, CO, Cl. The product is Nc1ccccc1C(=O)C1CCCCC1. RXN SMILES: [C:1](=[O:2])([CH3:3])[NH:4][c:5]1[c:6]([C:11](=[O:12])[CH:13]2[CH2:14][CH2:15][CH2:16][CH2:17][CH2:18]2)[cH:7][cH:8][cH:9][cH:10]1.[CH3:19][OH:20].[ClH:21]>>[NH2:4][c:5]1[c:6]([C:11](=[O:12])[CH:13]2[CH2:14][CH2:15][CH2:16][CH2:17][CH2:18]2)[cH:7][cH:8][cH:9][cH:10]1.